From a dataset of the Open Reaction Database (ORD), a public repository of structured organic reaction records. describe an organic reaction: reactants, conditions, products, and yield Starting materials: [OH-].[K+] (Potassium hydroxide), BrC1=C(C=C(C(=C1)C)C)NC(C)=O (N-(2-bromo-4,5-dimethylphenyl)acetamide). The solvent is CO (methanol). Reaction conditions: temperature 80 celsius, time 18 hour. The product is BrC1=C(N)C=C(C(=C1)C)C (2-bromo-4,5-dimethylaniline). As a reaction SMILES: [OH-].[K+].[Br:3][C:4]1[CH:9]=[C:8]([CH3:10])[C:7]([CH3:11])=[CH:6][C:5]=1[NH:12]C(=O)C>CO>[Br:3][C:4]1[CH:9]=[C:8]([CH3:10])[C:7]([CH3:11])=[CH:6][C:5]=1[NH2:12] |f:0.1|. Procedure details: Potassium hydroxide (15.9 g, 284 mmol) was added to a stirred solution of N-2-bromo-4,5-dimethylphenyl)acetamide (1-7) (17.2 g, 71.0 mmol) in methanol (350 mL) at ambient temperature. After stirring at approximately 80° C. for 18 h, the reaction mixture was cooled and the organic volatiles removed in vacuo. The remaining aqueous phase was diluted with additional water (65 mL) and the resultant solid product was filtered, washed with water and dried in vacuo to afford 1-8 as a white solid.